This data is from the Open Reaction Database (ORD), a public repository of structured organic reaction records. The task is: describe an organic reaction: reactants, conditions, products, and yield Reactants: ClC1=NC=CC(=N1)C1=C(N=C2N1C=CC=C2)C=2C=CC(=C(C(=O)NC1=C(C=CC=C1F)F)C2)OC (5-[3-(2-Chloro-4-pyrimidinyl)imidazo[1,2-a]pyridin-2-yl]-N-(2,6-difluorophenyl)-2-(methyloxy)benzamide), C[O-].[Na+] (sodium methoxide), COC1=C(N)C=CC(=C1)C1CCN(CC1)CCC (2-(methyloxy)-4-(1-propyl-4-piperidinyl)aniline), C1(=CC=C(C=C1)S(=O)(=O)O)C (p-toluenesulfonic acid). Run in C(Cl)Cl (DCM), CC(C)O (iPrOH). Reaction conditions: temperature 120 celsius. The product is FC1=C(C(=CC=C1)F)NC(C1=C(C=CC(=C1)C=1N=C2N(C=CC=C2)C1C1=NC(=NC=C1)NC1=C(C=C(C=C1)C1CCN(CC1)CCC)OC)OC)=O (N-(2,6-difluorophenyl)-2-(methyloxy)-5-[3-(2-{[2-(methyloxy)-4-(1-propyl-4-piperidinyl)phenyl]amino}-4-pyrimidinyl)imidazo[1,2-a]pyridin-2-yl]benzamide). Isolated yield 68.4%. RXN SMILES: Cl[C:2]1[N:7]=[C:6]([C:8]2[N:12]3[CH:13]=[CH:14][CH:15]=[CH:16][C:11]3=[N:10][C:9]=2[C:17]2[CH:18]=[CH:19][C:20]([O:34][CH3:35])=[C:21]([CH:33]=2)[C:22]([NH:24][C:25]2[C:30]([F:31])=[CH:29][CH:28]=[CH:27][C:26]=2[F:32])=[O:23])[CH:5]=[CH:4][N:3]=1.[CH3:36][O:37][C:38]1[CH:44]=[C:43]([CH:45]2[CH2:50][CH2:49][N:48]([CH2:51][CH2:52][CH3:53])[CH2:47][CH2:46]2)[CH:42]=[CH:41][C:39]=1[NH2:40].C1(C)C=CC(S(O)(=O)=O)=CC=1.C[O-].[Na+]>C(Cl)Cl.CC(O)C>[F:32][C:26]1[CH:27]=[CH:28][CH:29]=[C:30]([F:31])[C:25]=1[NH:24][C:22](=[O:23])[C:21]1[CH:33]=[C:17]([C:9]2[N:10]=[C:11]3[CH:16]=[CH:15][CH:14]=[CH:13][N:12]3[C:8]=2[C:6]2[CH:5]=[CH:4][N:3]=[C:2]([NH:40][C:39]3[CH:41]=[CH:42][C:43]([CH:45]4[CH2:46][CH2:47][N:48]([CH2:51][CH2:52][CH3:53])[CH2:49][CH2:50]4)=[CH:44][C:38]=3[O:37][CH3:36])[N:7]=2)[CH:18]=[CH:19][C:20]=1[O:34][CH3:35] |f:3.4|. Procedure: 5-[3-(2-Chloro-4-pyrimidinyl)imidazo[1,2-a]pyridin-2-yl]-N-(2,6-difluorophenyl)-2-(methyloxy)benzamide (Intermediate Example 2) (100 mg, 0.2 mmol), a different batch of 2-(methyloxy)-4-(1-propyl-4-piperidinyl)aniline (48 mg, 0.19 mmol), and p-toluenesulfonic acid (93 mg, 0.49 mmol) were weighed into a 20 mL vial. 7 mL of iPrOH was added and the mixture was heated to 120° C. for 24 h. The mixture was transferred to a 50 mL round bottom and neutralized with 2 mL of 0.5 N sodium methoxide. The solv... Starting materials: CC(=O)O, CO, Cc1ccccc1, Cc1cc(NC(=O)CCN2CCC(OC(=O)Nc3ccccc3-c3ccccc3)CC2)c(C)cc1C=O, CC(C)(C)[Si](C)(C)OC(CN)c1ccc(O)c(NC=O)c1. The product is Cc1cc(NC(=O)CCN2CCC(OC(=O)Nc3ccccc3-c3ccccc3)CC2)c(C)cc1C=NCC(O[Si](C)(C)C(C)(C)C)c1ccc(O)c(NC=O)c1. As a reaction SMILES: [C:38]([OH:39])(=[O:40])[CH3:41].[CH3:63][OH:64].[CH3:65][c:66]1[cH:67][cH:68][cH:69][cH:70][cH:71]1.[CH:1](=[O:2])[c:3]1[cH:4][c:5]([CH3:37])[c:6]([NH:10][C:11](=[O:12])[CH2:13][CH2:14][N:15]2[CH2:16][CH2:17][CH:18]([O:21][C:22]([NH:23][c:24]3[c:25](-[c:30]4[cH:31][cH:32][cH:33][cH:34][cH:35]4)[cH:26][cH:27][cH:28][cH:29]3)=[O:36])[CH2:19][CH2:20]2)[cH:7][c:8]1[CH3:9].[NH2:42][CH2:43][CH:44]([O:45][Si:46]([CH3:47])([CH3:48])[C:49]([CH3:50])([CH3:51])[CH3:52])[c:53]1[cH:54][cH:55][c:56]([OH:62])[c:57]([NH:59][CH:60]=[O:61])[cH:58]1>>[CH:1]([c:3]1[cH:4][c:5]([CH3:37])[c:6]([NH:10][C:11](=[O:12])[CH2:13][CH2:14][N:15]2[CH2:16][CH2:17][CH:18]([O:21][C:22]([NH:23][c:24]3[c:25](-[c:30]4[cH:31][cH:32][cH:33][cH:34][cH:35]4)[cH:26][cH:27][cH:28][cH:29]3)=[O:36])[CH2:19][CH2:20]2)[cH:7][c:8]1[CH3:9])=[N:42][CH2:43][CH:44]([O:45][Si:46]([CH3:47])([CH3:48])[C:49]([CH3:50])([CH3:51])[CH3:52])[c:53]1[cH:54][cH:55][c:56]([OH:62])[c:57]([NH:59][CH:60]=[O:61])[cH:58]1. The reactants are [BH3-]C#N, O=C([O-])[O-], CCO, CON=C1CN(Cc2ccccc2)CC12CNC2, CC(=O)O, [K+], [K+], [Na+]. Yields the product CON=C1CN(Cc2ccccc2)CC12CN(C)C2. RXN SMILES: [C:22]([BH3-:23])#[N:24].[C:26](=[O:27])([O-:28])[O-:29].[CH3:19][CH2:20][OH:21].[CH3:1][O:2][N:3]=[C:4]1[CH2:5][N:6]([CH2:12][c:13]2[cH:14][cH:15][cH:16][cH:17][cH:18]2)[CH2:7][C:8]12[CH2:9][NH:10][CH2:11]2.[CH3:32][C:33](=[O:34])[OH:35].[K+:30].[K+:31].[Na+:25]>>[CH3:1][O:2][N:3]=[C:4]1[CH2:5][N:6]([CH2:12][c:13]2[cH:14][cH:15][cH:16][cH:17][cH:18]2)[CH2:7][C:8]12[CH2:9][N:10]([CH3:19])[CH2:11]2.